From a dataset of the Open Reaction Database (ORD), a public repository of structured organic reaction records. describe an organic reaction: reactants, conditions, products, and yield Reactants: C[O-], Cc1ccccc1, Clc1cccc(-c2nnc3ccc(N4CCCCCCC4)nn23)n1, [Na+]. Product: COc1cccc(-c2nnc3ccc(N4CCCCCCC4)nn23)n1. RXN SMILES: [CH3:25][O-:26].[CH3:28][c:29]1[cH:30][cH:31][cH:32][cH:33][cH:34]1.[N:1]1([c:9]2[cH:10][cH:11][c:12]3[n:13]([n:14]2)[c:15](-[c:18]2[n:19][c:20]([Cl:24])[cH:21][cH:22][cH:23]2)[n:16][n:17]3)[CH2:2][CH2:3][CH2:4][CH2:5][CH2:6][CH2:7][CH2:8]1.[Na+:27]>>[N:1]1([c:9]2[cH:10][cH:11][c:12]3[n:13]([n:14]2)[c:15](-[c:18]2[n:19][c:20]([O:26][CH3:25])[cH:21][cH:22][cH:23]2)[n:16][n:17]3)[CH2:2][CH2:3][CH2:4][CH2:5][CH2:6][CH2:7][CH2:8]1.